This data is from the Open Reaction Database (ORD), a public repository of structured organic reaction records. The task is: describe an organic reaction: reactants, conditions, products, and yield The reactants are S(=O)(=O)(C1=CC=C(C)C=C1)NN=CC1=CC=CC=C1 (benzaldehyde tosylhydrazone), solution, C[O-].[Na+] (sodium methoxide). Run in CO (methanol). Conditions: time 2 hour. Product: C1(=CC=CC=C1)C=[N+]=[N-] (Phenyldiazomethane). RXN SMILES: S([NH:11][N:12]=[CH:13][C:14]1[CH:19]=[CH:18][CH:17]=[CH:16][CH:15]=1)(C1C=CC(C)=CC=1)(=O)=O.C[O-].[Na+]>CO>[C:14]1([CH:13]=[N+:12]=[N-:11])[CH:19]=[CH:18][CH:17]=[CH:16][CH:15]=1 |f:1.2|. Reported procedure: In an oven-dried round bottom flask was placed benzaldehyde tosylhydrazone (1.15 g, 4.2 mmol), followed by 4.3 mL of a 1.0 M solution of sodium methoxide in methanol (2.3 g Na metal dissolved in absolute methanol and diluted to 100 mL). The mixture was swirled until all the contents dissolved. Most of the solvent was removed via rotary evaporation and the last traces of solvent by evacuation of the flask under high vacuum for 2 hours. The solid obtained was subjected to a Kugelrohr distillation ...